From a dataset of the Open Reaction Database (ORD), a public repository of structured organic reaction records. describe an organic reaction: reactants, conditions, products, and yield Starting materials: ClC(Cl)Cl, CN1CCC2CC(=O)c3cc(F)ccc3C2C1, N#CBr. The product is O=C1CC2CCNCC2c2ccc(F)cc21. RXN SMILES: [CH:21]([Cl:22])([Cl:23])[Cl:24].[F:1][c:2]1[cH:3][cH:4][c:5]2[c:6]([cH:17]1)[C:7](=[O:16])[CH2:8][CH:9]1[CH2:10][CH2:11][N:12]([CH3:15])[CH2:13][CH:14]21.[N:18]#[C:19][Br:20]>>[F:1][c:2]1[cH:3][cH:4][c:5]2[c:6]([cH:17]1)[C:7](=[O:16])[CH2:8][CH:9]1[CH2:10][CH2:11][NH:12][CH2:13][CH:14]21. The reactants are C(CCC(=O)O)(=O)O.C(=O)(OCC1C2=CC=CC=C2C2=CC=CC=C12)N(CCN)C (N-(Fmoc)-N-methyl ethylenediamine succinate). The solvent is N1CCCCC1.CN(C)C=O (piperidine DMF), N1CCCCC1.CN(C)C=O (piperidine DMF). Run at time 10 minute. Product: CNCCNC(CCC(=O)O)=O (N-(2-Methylamino-ethyl)-succinamic acid). As a reaction SMILES: [C:1]([OH:8])(=O)[CH2:2][CH2:3][C:4]([OH:6])=[O:5].[C:9]([N:26](C)[CH2:27][CH2:28][NH2:29])(OCC1C2C(=CC=CC=2)C2C1=CC=CC=2)=O>N1CCCCC1.CN(C=O)C>[CH3:9][NH:26][CH2:27][CH2:28][NH:29][C:1](=[O:8])[CH2:2][CH2:3][C:4]([OH:6])=[O:5] |f:0.1,2.3|. Procedure details: The support bound N-(Fmoc)-N-methyl ethylenediamine succinate (105) was treated with 20% piperidine/DMF (10 mL—applied and then allowed to drain). An additional amount of 20% piperidine/DMF (10 mL) was then added and the slurry was agitated for 10 minutes. The support was then washed with DMF (10 mL×2), CH2Cl2 (10 mL×2) and finally with DMF (10 mL×2). The deprotected support (106) was then immediately used in Step 5. Reactants: C1CCOC1, [Li]CCCC, CCCCCC, CC(C)NC(C)C, CC=O, CC(C)(C)OC(=O)N1CCC2(CC1)CC(=O)c1ccccc1O2. Product: CC(O)C1C(=O)c2ccccc2OC12CCN(C(=O)OC(C)(C)C)CC2. Reaction SMILES: [CH2:45]1[O:46][CH2:47][CH2:48][CH2:49]1.[CH2:8]([Li:9])[CH2:10][CH2:11][CH3:12].[CH3:13][CH2:14][CH2:15][CH2:16][CH2:17][CH3:18].[CH:1]([NH:2][CH:3]([CH3:4])[CH3:5])([CH3:6])[CH3:7].[CH:42]([CH3:43])=[O:44].[O:19]=[C:20]1[CH2:21][C:22]2([O:23][c:24]3[cH:25][cH:26][cH:27][cH:28][c:29]31)[CH2:30][CH2:31][N:32]([C:35](=[O:36])[O:37][C:38]([CH3:39])([CH3:40])[CH3:41])[CH2:33][CH2:34]2>>[O:19]=[C:20]1[CH:21]([CH:42]([CH3:43])[OH:44])[C:22]2([O:23][c:24]3[cH:25][cH:26][cH:27][cH:28][c:29]31)[CH2:30][CH2:31][N:32]([C:35](=[O:36])[O:37][C:38]([CH3:39])([CH3:40])[CH3:41])[CH2:33][CH2:34]2.